From a dataset of the Open Reaction Database (ORD), a public repository of structured organic reaction records. describe an organic reaction: reactants, conditions, products, and yield The reactants are Cc1csc(OB([O-])[O-])c1, CCOC(=O)C1=Cc2cc(Br)ccc2OCC1, O=C([O-])[O-], CCO, [K+], [K+], O, Cc1ccccc1. Yields the product CCOC(=O)C1=Cc2cc(-c3cc(C)cs3)ccc2OCC1. Reaction SMILES: [B:18]([O-:19])([O-:26])[O:27][c:20]1[s:21][cH:22][c:23]([CH3:25])[cH:24]1.[Br:1][c:2]1[cH:3][cH:4][c:5]2[c:6]([cH:17]1)[CH:7]=[C:8]([C:12](=[O:13])[O:14][CH2:15][CH3:16])[CH2:9][CH2:10][O:11]2.[C:28](=[O:29])([O-:30])[O-:31].[CH2:35]([OH:36])[CH3:37].[K+:32].[K+:33].[OH2:34].[c:38]1([CH3:39])[cH:40][cH:41][cH:42][cH:43][cH:44]1>>[c:2]1(-[c:20]2[s:21][cH:22][c:23]([CH3:25])[cH:24]2)[cH:3][cH:4][c:5]2[c:6]([cH:17]1)[CH:7]=[C:8]([C:12](=[O:13])[O:14][CH2:15][CH3:16])[CH2:9][CH2:10][O:11]2. The reactants are BrBr (Bromine), C(C)(=O)C1(CC1)C(=O)OCC (Ethyl 1-acetylcyclopropanecarboxylate), C(C1=CC=CC=C1)N (benzyl amine). Solvent: CCO (EtOH). Conditions: temperature 0 celsius, time 2 hour. The product is C1(=CC=CC=C1)CN1C(C2(CC2)C(C1)=O)=O (5-(phenylmethyl)-5-azaspiro[2.4]heptane-4,7-dione). Yield: 27.4%. RXN SMILES: [C:1]([C:4]1([C:7]([O:9]CC)=O)[CH2:6][CH2:5]1)(=[O:3])[CH3:2].BrBr.[CH2:14]([NH2:21])[C:15]1[CH:20]=[CH:19][CH:18]=[CH:17][CH:16]=1>CCO>[C:15]1([CH2:14][N:21]2[CH2:2][C:1](=[O:3])[C:4]3([CH2:5][CH2:6]3)[C:7]2=[O:9])[CH:20]=[CH:19][CH:18]=[CH:17][CH:16]=1. Reported procedure: Ethyl 1-acetylcyclopropanecarboxylate (6.4273 g, 41.153 mmol) was dissolved in 46 mL of EtOH. Bromine (2.32 mL, 45.2683 mmol) was slowly added to the solution. The resulting reaction mixture was stirred for 2 h, then concentrated in vacuo. The crude residue was dissolved in 46 mL of EtOH and the mixture was cooled to 0° C. with an ice water bath. To this solution was slowly added benzyl amine (11.2 mL 102.8825 mmol) and the reaction mixture was stirred at room temperature overnight, then concent... The yield is 175.6%. Reactants: [OH-].[Na+] (NaOH), NC(=O)NCCOC1=CC=C(C=C1)C1=CC(=NN1C1=CC=C(C=C1)OC)C(=O)OCC (ethyl 5-(4-{2-[(aminocarbonyl)amino]ethoxy}phenyl)-1-(4-methoxyphenyl)-1H-pyrazole-3-carboxylate). Reported procedure: 1M NaOH (5 ml) was added to a solution of ethyl 5-(4-{2-[(aminocarbonyl)amino]ethoxy}phenyl)-1-(4-methoxyphenyl)-1H-pyrazole-3-carboxylate (1.75 g) in THF (15 ml) and MeOH (10 ml). The reaction mixture was stirred at ambient temperature and concentrated in vacuo. The residue was dissolved in H2O and acidified by 1M HCl. white precipitates were collected and washed successively with H2O and IPE to give 5-(4–12-[(aminocarbonyl)amino]-ethoxy}phenyl)-1-(4-methoxyphenyl)-1H-pyrazole-3-carboxylic acid... Yields the product COC1=CC=C(C=C1)N1N=C(C=C1)C(=O)O (1-(4-methoxyphenyl)-1H-pyrazole-3-carboxylic acid). As a reaction SMILES: [OH-].[Na+].NC(NCCOC1C=CC([C:16]2[N:20]([C:21]3[CH:26]=[CH:25][C:24]([O:27][CH3:28])=[CH:23][CH:22]=3)[N:19]=[C:18]([C:29]([O:31]CC)=[O:30])[CH:17]=2)=CC=1)=O>C1COCC1.CO>[CH3:28][O:27][C:24]1[CH:23]=[CH:22][C:21]([N:20]2[CH:16]=[CH:17][C:18]([C:29]([OH:31])=[O:30])=[N:19]2)=[CH:26][CH:25]=1 |f:0.1|. Run in C1CCOC1 (THF), CO (MeOH).